Dataset: the Open Reaction Database (ORD), a public repository of structured organic reaction records. Task: describe an organic reaction: reactants, conditions, products, and yield Reactants: [N+](=O)([O-])C1=C(C=[N+](C=C1)[O-])N1CCN(CC1)C1COC1 (1-(4-nitro-1-oxido-pyridin-1-ium-3-yl)-4-(oxetan-3-yl)piperazine), CCOC(=O)C (EtOAc). Reagents/catalysts: [Ni] (raney nickel). The solvent is CO (MeOH). Product: O1CC(C1)N1CCN(CC1)C=1C=NC=CC1N (3-(4-(oxetan-3-yl)piperazin-1-yl)pyridin-4-amine). The yield is 99.9%. Reaction SMILES: [N+:1]([C:4]1[CH:9]=[CH:8][N+:7]([O-])=[CH:6][C:5]=1[N:11]1[CH2:16][CH2:15][N:14]([CH:17]2[CH2:20][O:19][CH2:18]2)[CH2:13][CH2:12]1)([O-])=O.CCOC(C)=O>CO.[Ni]>[O:19]1[CH2:20][CH:17]([N:14]2[CH2:13][CH2:12][N:11]([C:5]3[CH:6]=[N:7][CH:8]=[CH:9][C:4]=3[NH2:1])[CH2:16][CH2:15]2)[CH2:18]1. Procedure details: 1-(4-nitro-1-oxido-pyridin-1-ium-3-yl)-4-(oxetan-3-yl)piperazine (553 mg, 1.973 mmol) in MeOH (15 mL)/EtOAc (25 mL) was passed through the H-cube apparatus to hydrogenate over raney nickel at 20° C. and full H2 mode, flow rate 1 ml/min. The solvent was removed in vacuo to give the title compound 7l as an orange solid (462 mg, 100% Yield).